This data is from the Open Reaction Database (ORD), a public repository of structured organic reaction records. The task is: describe an organic reaction: reactants, conditions, products, and yield Reactants: FC1=C2C(CNC2=CC=C1)(C)C (4-fluoro-3,3-dimethyl-2,3-dihydro-1H-indole), Cl.CN(CCCN=C=NCC)C (N-[3-(dimethylamino)propyl]-N′-ethylcarbodiimide hydrochloride), CN1C(=NC(=CC1=O)N1CCOCC1)CC(=O)[O-].[Na+] (sodium [1-methyl-4-(morpholin-4-yl)-6-oxo-1,6-dihydropyrimidin-2-yl]acetate), O (water). The solvent is CN(C=O)C (N,N-dimethylformamide), N1=CC=CC=C1 (pyridine). Reaction conditions: time 16 hour. Product: FC1=C2C(CN(C2=CC=C1)C(CC1=NC(=CC(N1C)=O)N1CCOCC1)=O)(C)C (2-[2-(4-fluoro-3,3-dimethyl-2,3-dihydro-1H-indol-1-yl)-2-oxoethyl]-3-methyl-6-(morpholin-4-yl)pyrimidin-4(3H)-one). Isolated yield 71.5%. Reaction SMILES: [F:1][C:2]1[CH:10]=[CH:9][CH:8]=[C:7]2[C:3]=1[C:4]([CH3:12])([CH3:11])[CH2:5][NH:6]2.Cl.CN(C)CCCN=C=NCC.[CH3:25][N:26]1[C:31](=[O:32])[CH:30]=[C:29]([N:33]2[CH2:38][CH2:37][O:36][CH2:35][CH2:34]2)[N:28]=[C:27]1[CH2:39][C:40]([O-])=[O:41].[Na+].O>CN(C)C=O.N1C=CC=CC=1>[F:1][C:2]1[CH:10]=[CH:9][CH:8]=[C:7]2[C:3]=1[C:4]([CH3:12])([CH3:11])[CH2:5][N:6]2[C:40](=[O:41])[CH2:39][C:27]1[N:26]([CH3:25])[C:31](=[O:32])[CH:30]=[C:29]([N:33]2[CH2:38][CH2:37][O:36][CH2:35][CH2:34]2)[N:28]=1 |f:1.2,3.4|. Reported procedure: 150 mg of 4-fluoro-3,3-dimethyl-2,3-dihydro-1H-indole [reference example 2c] and 279 mg of N-[3-(dimethylamino)propyl]-N′-ethylcarbodiimide hydrochloride are added to a solution of 300 mg of sodium [1-methyl-4-(morpholin-4-yl)-6-oxo-1,6-dihydropyrimidin-2-yl]acetate (obtained in step 2c of example 4c) in 5 ml of N,N-dimethylformamide and 5 ml of pyridine. The reaction mixture is stirred at ambient temperature for 16 hours and then 30 ml of water are added and the mixture is extracted with ethyl ... Starting materials: CSN=C=O (Methylthioisocyanate), ClCCl (dichloromethane), C1(=CC=CC=C1)C(NCCS)(C1=CC=CC=C1)C1=CC=CC=C1 (N-triphenylmethylcysteamine). Run at time 30 minute. Product: C1(=CC=CC=C1)C(NCCSC(=O)NC)(C1=CC=CC=C1)C1=CC=CC=C1 (N-triphenylmethyl-2-methylaminocarbonylthioethylamine). Isolated yield 79.0%. As a reaction SMILES: CS[N:3]=[C:4]=[O:5].[C:6]1([C:12]([C:23]2[CH:28]=[CH:27][CH:26]=[CH:25][CH:24]=2)([C:17]2[CH:22]=[CH:21][CH:20]=[CH:19][CH:18]=2)[NH:13][CH2:14][CH2:15][SH:16])[CH:11]=[CH:10][CH:9]=[CH:8][CH:7]=1.Cl[CH2:30]Cl>>[C:6]1([C:12]([C:23]2[CH:28]=[CH:27][CH:26]=[CH:25][CH:24]=2)([C:17]2[CH:18]=[CH:19][CH:20]=[CH:21][CH:22]=2)[NH:13][CH2:14][CH2:15][S:16][C:4]([NH:3][CH3:30])=[O:5])[CH:7]=[CH:8][CH:9]=[CH:10][CH:11]=1. Reported procedure: Methylthioisocyanate (210 mg) was dissolved in anhydrous dichloromethane (5 ml). To the solution were added N-triphenylmethylcysteamine (1.00 g: 1.1 molar equivalent) while cooling with ice. The reaction solution was stirred at room temperature for 30 minutes and was concentrated under reduced pressure. The residue was dissolved in chloroform (50 ml) and well washed with water and a saturated solution of sodium chloride. The chloroform layer was dried by using anhydrous sodium sulfate and concen... Reactants: C(C)(=O)O[C@@H]1[C@H](O[C@H]([C@H]([C@H]1OC(C)=O)OC(C)=O)C)CP(=O)(OCOC(C(C)(C)C)=O)OCOC(C(C)(C)C)=O ((2S,3S,4R,5R,6S)-2-((bis((pivaloyloxy)methoxy)phosphoryl)methyl)-6-methyltetrahydro-2H-pyran-3,4,5-triyl triacetate), C19H29O14P, C(C)(=O)OCBr (bromomethyl acetate), C(C(C)(C)C)(=O)OCI (iodomethyl pivalate). Product: C(C)(=O)O[C@@H]1[C@H](O[C@H]([C@H]([C@H]1OC(C)=O)OC(C)=O)C)CP(=O)(OCOC(C)=O)OCOC(C)=O ((2S,3S,4R,5R,6S)-2-((bis(acetoxymethoxy)phosphoryl)methyl)-6-methyltetrahydro-2H-pyran-3,4,5-triyl triacetate). As a reaction SMILES: [C:1]([O:4][C@H:5]1[C@H:10]([O:11][C:12](=[O:14])[CH3:13])[C@H:9]([O:15][C:16](=[O:18])[CH3:17])[C@H:8]([CH3:19])[O:7][C@@H:6]1[CH2:20][P:21]([O:32][CH2:33][O:34][C:35](=[O:40])[C:36](C)(C)C)([O:23][CH2:24][O:25][C:26](=[O:31])[C:27](C)(C)C)=[O:22])(=[O:3])[CH3:2].C(OCBr)(=O)C.C(OCI)(=O)C(C)(C)C>>[C:1]([O:4][C@H:5]1[C@H:10]([O:11][C:12](=[O:14])[CH3:13])[C@H:9]([O:15][C:16](=[O:18])[CH3:17])[C@H:8]([CH3:19])[O:7][C@@H:6]1[CH2:20][P:21]([O:32][CH2:33][O:34][C:35](=[O:40])[CH3:36])([O:23][CH2:24][O:25][C:26](=[O:31])[CH3:27])=[O:22])(=[O:3])[CH3:2]. Procedure: This compound was synthesized by the same procedure used for the synthesis of (2S,3S,4R,5R,6S)-2-((bis((pivaloyloxy)methoxy)phosphoryl)methyl)-6-methyltetrahydro-2H-pyran-3,4,5-triyl triacetate, but using bromomethyl acetate (commercially available from Sigma Aldrich) instead of iodomethyl pivalate: ESI (M+H) 513.0; calc for C19H29O14P 512.4; 1H NMR (400 MHz, CD3OD) δ ppm 5.71-5.61 (m, 4 H) 5.29 (dd, J=3.33, 0.78 Hz, 1 H) 5.12 (dd, J=3.33, 10.17 Hz, 1 H) 5.05 (dd, J=9.59, 9.98 Hz, 1 H) 4.00-3.83... Reactants: COC(C(C)OC1=C(C=CC(=C1)OC1=C(C=C(C=C1)C(F)(F)F)Cl)Br)=O (methyl-α-[2-bromo-5-(2-chloro-4-trifluoromethyl phenoxy)phenoxy]propionate), CN(C=O)C (dimethyl formamide), cuprous cyanide. Conditions: time 5 hour. The product is COC(C(C)OC1=C(C=CC(=C1)OC1=C(C=C(C=C1)C(F)(F)F)Cl)C#N)=O (methyl-α-[2-cyano-5-(2-chloro-4-trifluoromethyl phenoxy)phenoxy]propionate). RXN SMILES: [CH3:1][O:2][C:3](=[O:26])[CH:4]([O:6][C:7]1[CH:12]=[C:11]([O:13][C:14]2[CH:19]=[CH:18][C:17]([C:20]([F:23])([F:22])[F:21])=[CH:16][C:15]=2[Cl:24])[CH:10]=[CH:9][C:8]=1Br)[CH3:5].[CH3:27][N:28](C)C=O>>[CH3:1][O:2][C:3](=[O:26])[CH:4]([O:6][C:7]1[CH:12]=[C:11]([O:13][C:14]2[CH:19]=[CH:18][C:17]([C:20]([F:23])([F:22])[F:21])=[CH:16][C:15]=2[Cl:24])[CH:10]=[CH:9][C:8]=1[C:27]#[N:28])[CH3:5]. Procedure details: A 10 g of methyl-α-[2-bromo-5-(2-chloro-4-trifluoromethyl phenoxy)phenoxy]propionate produced in Example 1 was dissolved in 15 ml of dimethyl formamide, and 2.4 g of cuprous cyanide was added to the solution and the reaction was conducted under reflux condition with stirring the mixture for 5 hours. Starting materials: CO[C@H](C)C=1N=CN(C1)C1=NCC(N2C(C3=CC=CC(=C3CC2)C(=C)C)=C1)=O ((R)-2-(4-(1-methoxyethyl)-1H-imidazol-1-yl)-9-(prop-1-en-2-yl)-7,8-dihydro-[1,4]diazepino[7,1-a]isoquinolin-5(4H)-one), [BH4-].[Na+] (NaBH4). Run in C(Cl)Cl (DCM), C(Cl)Cl (DCM), O (H2O), CO (MeOH). Reaction conditions: time 10 minute. Product: C1(CC1)C1=C2CCN3C(C2=CC=C1)=CC(=NCC3=O)N3C=NC(=C3)C(C)O (9-cyclopropyl-2-(4-(1-hydroxyethyl)-1H-imidazol-1-yl)-7,8-dihydro-[1,4]diazepino[7,1-a]isoquinolin-5(4H)-one). Yield: 32.3%. RXN SMILES: C[O:2][C@@H:3]([C:5]1[N:6]=[CH:7][N:8]([C:10]2[CH:27]=[C:15]3[C:16]4[C:21]([CH2:22][CH2:23][N:14]3[C:13](=[O:28])[CH2:12][N:11]=2)=[C:20]([C:24]([CH3:26])=[CH2:25])[CH:19]=[CH:18][CH:17]=4)[CH:9]=1)[CH3:4].[BH4-].[Na+]>CO.C(Cl)Cl.O>[CH:24]1([C:20]2[CH:19]=[CH:18][CH:17]=[C:16]3[C:21]=2[CH2:22][CH2:23][N:14]2[C:13](=[O:28])[CH2:12][N:11]=[C:10]([N:8]4[CH:9]=[C:5]([CH:3]([OH:2])[CH3:4])[N:6]=[CH:7]4)[CH:27]=[C:15]23)[CH2:26][CH2:25]1 |f:1.2|. Procedure: A solution of 2-(4-acetyl-1H-imidazol-1-yl)-9-cyclopropyl-7,8-dihydro-[1,4]diazepino[7,1-a]isoquinolin-5(4H)-one (202 mg, 0.35 mmol, it can be obtained by analogy to example 118) in MeOH (8 mL) was treated with NaBH4 (27 mg, 0.71 mmol) and the mixture was stirred at RT for 10 min. The mixture was then diluted with DCM and H2O, and the aqueous phase was extracte with DCM. The combined org. layers were dried over Na2SO4, filtered and concentrated in vacuo. The crude product was purified by SFC (co...